From a dataset of the Open Reaction Database (ORD), a public repository of structured organic reaction records. describe an organic reaction: reactants, conditions, products, and yield Starting materials: C(C)(C)(C)OC(=O)N1[C@H](CNCC1)CC(C)C (1-tert-butyloxycarbonyl-(2S)-2-isobutylpiperazine), [H-].[Na+] (NaH), ClC=1OC=2C(N1)=C(C=CC2)C(=O)OC (Methyl 2-chlorobenzoxazole-4-carboxylate). Run in COCCOC (DME). Conditions: time 1 hour. Product: C(C)(C)(C)OC(=O)N1[C@H](CN(CC1)C=1OC=2C(N1)=C(C=CC2)C(=O)OC)CC(C)C (methyl 2-(4-(tert-butoxycarbonyl)-(3S)-3-isobutylpiperazine-1-yl)benzoxazole-4-carboxylate). Yield: 32.8%. Reaction SMILES: [C:1]([O:5][C:6]([N:8]1[CH2:13][CH2:12][NH:11][CH2:10][C@@H:9]1[CH2:14][CH:15]([CH3:17])[CH3:16])=[O:7])([CH3:4])([CH3:3])[CH3:2].[H-].[Na+].Cl[C:21]1[O:22][C:23]2[C:24](=[C:26]([C:30]([O:32][CH3:33])=[O:31])[CH:27]=[CH:28][CH:29]=2)[N:25]=1>COCCOC>[C:1]([O:5][C:6]([N:8]1[CH2:13][CH2:12][N:11]([C:21]2[O:22][C:23]3[C:24](=[C:26]([C:30]([O:32][CH3:33])=[O:31])[CH:27]=[CH:28][CH:29]=3)[N:25]=2)[CH2:10][C@@H:9]1[CH2:14][CH:15]([CH3:17])[CH3:16])=[O:7])([CH3:4])([CH3:3])[CH3:2] |f:1.2|. Reported procedure: To a solution of 1-tert-butyloxycarbonyl-(2S)-2-isobutylpiperazine (384 mg, 1.6 mmol) in DME (10 mL) was added NaH (70 mg of 60% suspension in mineral oil, 1.6 mmol) and the mixture was stirred for 1 h at room temperature. Methyl 2-chlorobenzoxazole-4-carboxylate (368 mg, 1.6 mmol) was added to the reaction mixture and suspension formed was stirred at room temperature for 17 h. The reaction mixture was quenched with CH3OH (10 mL), silica gel (15 mL) was added, and solvent removed under reduced p... The reactants are N1CC(C1)N1N=CC(=C1)C=1C=NC2=CC=C(C=C2C1)SC1=NN=C2N1N=C(C=C2)C (3-(1-azetidin-3-yl-1H-pyrazol-4-yl)-6-(6-methyl-[1,2,4]triazolo[4,3-b]pyridazin-3-ylsulfanyl)-quinoline), C(C)=O (acetaldehyde), C(C)(=O)O[BH-](OC(C)=O)OC(C)=O.[Na+] (sodium triacetoxyborohydride). Solvent: ClCCl (dichloromethane), ClCCl (dichloromethane). Run at time 15 minute. Yields the product C(C)N1CC(C1)N1N=CC(=C1)C=1C=NC2=CC=C(C=C2C1)SC1=NN=C2N1N=C(C=C2)C (3-[1-(1-ethyl-azetidin-3-yl)-1H-pyrazol-4-yl]-6-(6-methyl-[1,2,4]triazolo[4,3-b]pyridazin-3-ylsulfanyl)-quinoline). The yield is 34.2%. RXN SMILES: [NH:1]1[CH2:4][CH:3]([N:5]2[CH:9]=[C:8]([C:10]3[CH:11]=[N:12][C:13]4[C:18]([CH:19]=3)=[CH:17][C:16]([S:20][C:21]3[N:25]5[N:26]=[C:27]([CH3:30])[CH:28]=[CH:29][C:24]5=[N:23][N:22]=3)=[CH:15][CH:14]=4)[CH:7]=[N:6]2)[CH2:2]1.[CH:31](=O)[CH3:32].C(O[BH-](OC(=O)C)OC(=O)C)(=O)C.[Na+]>ClCCl>[CH2:31]([N:1]1[CH2:2][CH:3]([N:5]2[CH:9]=[C:8]([C:10]3[CH:11]=[N:12][C:13]4[C:18]([CH:19]=3)=[CH:17][C:16]([S:20][C:21]3[N:25]5[N:26]=[C:27]([CH3:30])[CH:28]=[CH:29][C:24]5=[N:23][N:22]=3)=[CH:15][CH:14]=4)[CH:7]=[N:6]2)[CH2:4]1)[CH3:32] |f:2.3|. Procedure: To 3-(1-azetidin-3-yl-1H-pyrazol-4-yl)-6-(6-methyl-[1,2,4]triazolo[4,3-b]pyridazin-3-ylsulfanyl)-quinoline (63 mg, 0.152 mmol) in dichloromethane (3.0 mL) was added acetaldehyde (34 uL, 0.608 mmol). The solution was stirred at room temperature for 15 minutes and then sodium triacetoxyborohydride (80 mg, 0.380) was added. After 1 hour the solution was diluted with dichloromethane (3.0 mL) and washed with sodium bicarbonate (3.0 mL). The aqueous layer was extracted further with dichloromethane (3.... Starting materials: NC1=NC=C(C(=C1N)NC12CC(C(CC1)(C2(C)C)C)=O)Cl (4-(2,3-diamino-5-chloropyridin-4-ylamino)-1,7,7-trimethylbicyclo[2.2.1]heptan-2-one), COC1=C(C=O)C=CC(=C1)N1CCOCC1 (2-methoxy-4-morpholinobenzaldehyde), C(C)(=O)[O-].[NH4+] (ammonium acetate). Reported procedure: 4-(2,3-diamino-5-chloropyridin-4-ylamino)-1,7,7-trimethylbicyclo[2.2.1]heptan-2-one (10) (300 mg, 0.97 mmol), 2-methoxy-4-morpholinobenzaldehyde (193 mg, 0.873 mmol) were taken in EtOH (15 ml) to which ammonium acetate (112 mg) was added and the reaction mixture was heated at 70° C. for 48 h. Crude LCMS showed the desired product along with trace of starting material. The reaction mixture was allowed to come to rt and the precipitated was filtered and washed well with ethanol to afford the desir... Conditions: temperature 70 celsius. The solvent is CCO (EtOH). As a reaction SMILES: [NH2:1][C:2]1[C:7]([NH2:8])=[C:6]([NH:9][C:10]23[C:16]([CH3:18])([CH3:17])[C:13]([CH3:19])([CH2:14][CH2:15]2)[C:12](=[O:20])[CH2:11]3)[C:5]([Cl:21])=[CH:4][N:3]=1.[CH3:22][O:23][C:24]1[CH:31]=[C:30]([N:32]2[CH2:37][CH2:36][O:35][CH2:34][CH2:33]2)[CH:29]=[CH:28][C:25]=1[CH:26]=O.C([O-])(=O)C.[NH4+]>CCO>[Cl:21][C:5]1[C:6]([NH:9][C:10]23[C:16]([CH3:17])([CH3:18])[C:13]([CH3:19])([CH2:14][CH2:15]2)[C:12](=[O:20])[CH2:11]3)=[C:7]2[N:8]=[C:26]([C:25]3[CH:28]=[CH:29][C:30]([N:32]4[CH2:37][CH2:36][O:35][CH2:34][CH2:33]4)=[CH:31][C:24]=3[O:23][CH3:22])[NH:1][C:2]2=[N:3][CH:4]=1 |f:2.3|. Product: ClC=1C(=C2C(=NC1)NC(=N2)C2=C(C=C(C=C2)N2CCOCC2)OC)NC21CC(C(CC2)(C1(C)C)C)=O (4-(6-chloro-2-(2-methoxy-4-morpholinophenyl)-3H-imidazo[4,5-b]pyridin-7-ylamino)-1,7,7-trimethylbicyclo[2.2.1]heptan-2-one). The reactants are Cc1ccc(N)cc1, CCc1ccc(Br)cc1. The reagents and catalysts are CCN=P(N=P(N(C)C)(N(C)C)N(C)C)(N(C)C)N(C)C (P2Et), CC(C)c1cc(C(C)C)c(-c2ccccc2P(C2CCCCC2)(C2CCCCC2)->[Pd]2(OS(=O)(=O)C(F)(F)F)<-Nc3ccccc3-c3ccccc32)c(C(C)C)c1 (XPhos). Run in CS(=O)C (DMSO), CS(=O)C (DMSO), CS(=O)C (DMSO), CS(=O)C (DMSO), CS(=O)C (DMSO). Conditions: temperature 60 celsius, time 16 hour. Yields the product CCc1ccc(Nc2ccc(C)cc2)cc1. The yield is 72.0%. Procedure: These solutions were added to a 384-
well source plate (80 µL per well). The Mosquito HTS liquid handling robot was used to dose
each of these solutions (200 nL each) into a 1536-well plate. The reactants are NC1=C(C(=O)O)C=CC=C1OC (2-amino-3-methoxybenzoic acid), ClCCCBr (1-chloro-3-bromopropane), C[C@@H]1CNCCC1.C([C@H](O)C1=CC=CC=C1)(=O)[O-] ((3S)-3-methylpiperidine (R)-mandelate), CN (methylamine), OC1=CC(=C(C=O)C=C1)OC (4-hydroxy-2-methoxybenzaldehyde). Product: COC=1C=CC=C2C(N(C(=NC12)C1=C(C=C(C=C1)OCCCN1C[C@H](CCC1)C)OC)C)=O (8-Methoxy-2-(2-methoxy-4-{3-[(3S)-3-methylpiperidin-1-yl]propoxy}phenyl)-3-methylquinazolin-4(3H)-one). RXN SMILES: [NH2:1][C:2]1[C:10]([O:11][CH3:12])=[CH:9][CH:8]=[CH:7][C:3]=1[C:4]([OH:6])=O.[CH3:13][NH2:14].[OH:15][C:16]1[CH:23]=[CH:22][C:19]([CH:20]=O)=[C:18]([O:24][CH3:25])[CH:17]=1.Cl[CH2:27][CH2:28][CH2:29]Br.[CH3:31][C@H:32]1[CH2:37][CH2:36][CH2:35][NH:34][CH2:33]1.C([O-])(=O)[C@@H](C1C=CC=CC=1)O>>[CH3:12][O:11][C:10]1[CH:9]=[CH:8][CH:7]=[C:3]2[C:2]=1[N:1]=[C:20]([C:19]1[CH:22]=[CH:23][C:16]([O:15][CH2:27][CH2:28][CH2:29][N:34]3[CH2:35][CH2:36][CH2:37][C@H:32]([CH3:31])[CH2:33]3)=[CH:17][C:18]=1[O:24][CH3:25])[N:14]([CH3:13])[C:4]2=[O:6] |f:4.5|. Procedure: The entitled compound was obtained according to the method of Example 1 but starting from 2-amino-3-methoxybenzoic acid, methylamine, 4-hydroxy-2-methoxybenzaldehyde, 1-chloro-3-bromopropane and (3S)-3-methylpiperidine-(R)-mandelate. Starting materials: ClC=1C=C(C=CC1)C1=C(C(N(C2=NC(=CC=C12)C=O)CC)=O)N1CCC(CC1)C(=O)OCC (ethyl 1-[4-(3-chlorophenyl)-1-ethyl-7-formyl-2-oxo-1,2-dihydro-1,8-naphthyridin-3-yl]piperidine-4-carboxylate), [BH4-].[Na+] (sodium borohydride). Solvent: C(C)O (ethanol). Run at time 15 minute. The product is ClC=1C=C(C=CC1)C1=C(C(N(C2=NC(=CC=C12)CO)CC)=O)N1CCC(CC1)C(=O)OCC (ethyl 1-[4-(3-chlorophenyl)-1-ethyl-7-hydroxymethyl-2-oxo-1,2-dihydro-1,8-naphthyridin-3-yl]piperidine-4-carboxylate). As a reaction SMILES: [Cl:1][C:2]1[CH:3]=[C:4]([C:8]2[C:17]3[C:12](=[N:13][C:14]([CH:18]=[O:19])=[CH:15][CH:16]=3)[N:11]([CH2:20][CH3:21])[C:10](=[O:22])[C:9]=2[N:23]2[CH2:28][CH2:27][CH:26]([C:29]([O:31][CH2:32][CH3:33])=[O:30])[CH2:25][CH2:24]2)[CH:5]=[CH:6][CH:7]=1.[BH4-].[Na+]>C(O)C>[Cl:1][C:2]1[CH:3]=[C:4]([C:8]2[C:17]3[C:12](=[N:13][C:14]([CH2:18][OH:19])=[CH:15][CH:16]=3)[N:11]([CH2:20][CH3:21])[C:10](=[O:22])[C:9]=2[N:23]2[CH2:28][CH2:27][CH:26]([C:29]([O:31][CH2:32][CH3:33])=[O:30])[CH2:25][CH2:24]2)[CH:5]=[CH:6][CH:7]=1 |f:1.2|. Procedure details: To an ethanol solution of ethyl 1-[4-(3-chlorophenyl)-1-ethyl-7-formyl-2-oxo-1,2-dihydro-1,8-naphthyridin-3-yl]piperidine-4-carboxylate was added sodium borohydride under ice cooling, followed by stirring for 15 minutes. Thereafter, the reaction mixture was worked up and purified in a usual manner to obtain ethyl 1-[4-(3-chlorophenyl)-1-ethyl-7-hydroxymethyl-2-oxo-1,2-dihydro-1,8-naphthyridin-3-yl]piperidine-4-carboxylate as a yellow oily substance. MS: 470.